Dataset: the Open Reaction Database (ORD), a public repository of structured organic reaction records. Task: describe an organic reaction: reactants, conditions, products, and yield Starting materials: FC(F)(F)c1cnn2c(Br)cnc2n1, COCCOC, CCOC(C)=O, COc1cc(B2OC(C)(C)C(C)(C)O2)ccc1F, [Na+], O=C([O-])O, c1ccc(P(c2ccccc2)(c2ccccc2)[Pd](P(c2ccccc2)(c2ccccc2)c2ccccc2)(P(c2ccccc2)(c2ccccc2)c2ccccc2)P(c2ccccc2)(c2ccccc2)c2ccccc2)cc1. Product: COc1cc(-c2cnc3nc(C(F)(F)F)cnn23)ccc1F. Reaction SMILES: [Br:19][c:20]1[cH:21][n:22][c:23]2[n:24]1[n:25][cH:26][c:27]([C:29]([F:30])([F:31])[F:32])[n:28]2.[CH3:38][O:39][CH2:40][CH2:41][O:42][CH3:43].[CH3:44][CH2:45][O:46][C:47](=[O:48])[CH3:49].[F:1][c:2]1[c:3]([O:17][CH3:18])[cH:4][c:5]([B:8]2[O:9][C:10]([CH3:11])([CH3:12])[C:13]([CH3:14])([CH3:15])[O:16]2)[cH:6][cH:7]1.[Na+:37].[O-:33][C:34]([OH:35])=[O:36].[cH:50]1[cH:51][cH:52][c:53]([P:54]([Pd:55]([P:56]([c:57]2[cH:58][cH:59][cH:60][cH:61][cH:62]2)([c:63]2[cH:64][cH:65][cH:66][cH:67][cH:68]2)[c:69]2[cH:70][cH:71][cH:72][cH:73][cH:74]2)([P:75]([c:76]2[cH:77][cH:78][cH:79][cH:80][cH:81]2)([c:82]2[cH:83][cH:84][cH:85][cH:86][cH:87]2)[c:88]2[cH:89][cH:90][cH:91][cH:92][cH:93]2)[P:94]([c:95]2[cH:96][cH:97][cH:98][cH:99][cH:100]2)([c:101]2[cH:102][cH:103][cH:104][cH:105][cH:106]2)[c:107]2[cH:108][cH:109][cH:110][cH:111][cH:112]2)([c:113]2[cH:114][cH:115][cH:116][cH:117][cH:118]2)[c:119]2[cH:120][cH:121][cH:122][cH:123][cH:124]2)[cH:125][cH:126]1>>[F:1][c:2]1[c:3]([O:17][CH3:18])[cH:4][c:5](-[c:20]2[cH:21][n:22][c:23]3[n:24]2[n:25][cH:26][c:27]([C:29]([F:30])([F:31])[F:32])[n:28]3)[cH:6][cH:7]1. The reactants are ClC=1N=CN(C1)C1=C(C=C(C=C1)NC=1N=C(C2=C(N1)C(CC2)C2=CC=C(C=C2)OC(F)(F)F)NC)OC (N2-(4-(4-chloro-1H-imidazol-1-yl)-3-methoxyphenyl)-N4-methyl-7-(4-(trifluoromethoxy)phenyl)-6,7-dihydro-5H-cyclopenta[d]pyrimidine-2,4-diamine), 97B. Solvent: CO (methanol), C(=O)=O (CO2), CO (methanol). Yields the product ClC=1N=CN(C1)C1=C(C=C(C=C1)NC=1N=C(C2=C(N1)[C@H](CC2)C2=CC=C(C=C2)OC(F)(F)F)NC)OC ((R)—N2-(4-(4-Chloro-1H-imidazol-1-yl)-3-methoxyphenyl)-N4-methyl-7-(4-(trifluoromethoxy)phenyl)-6,7-dihydro-5H-cyclopenta[d]pyrimidine-2,4-diamine). Reaction SMILES: [Cl:1][C:2]1[N:3]=[CH:4][N:5]([C:7]2[CH:12]=[CH:11][C:10]([NH:13][C:14]3[N:15]=[C:16]([NH:34][CH3:35])[C:17]4[CH2:22][CH2:21][CH:20]([C:23]5[CH:28]=[CH:27][C:26]([O:29][C:30]([F:33])([F:32])[F:31])=[CH:25][CH:24]=5)[C:18]=4[N:19]=3)=[CH:9][C:8]=2[O:36][CH3:37])[CH:6]=1>C(=O)=O.CO>[Cl:1][C:2]1[N:3]=[CH:4][N:5]([C:7]2[CH:12]=[CH:11][C:10]([NH:13][C:14]3[N:15]=[C:16]([NH:34][CH3:35])[C:17]4[CH2:22][CH2:21][C@H:20]([C:23]5[CH:24]=[CH:25][C:26]([O:29][C:30]([F:32])([F:33])[F:31])=[CH:27][CH:28]=5)[C:18]=4[N:19]=3)=[CH:9][C:8]=2[O:36][CH3:37])[CH:6]=1. Procedure: A racemic mixture of N2-(4-(4-chloro-1H-imidazol-1-yl)-3-methoxyphenyl)-N4-methyl-7-(4-(trifluoromethoxy)phenyl)-6,7-dihydro-5H-cyclopenta[d]pyrimidine-2,4-diamine (86 mg, 0.162 mmol from Example 97) was purified using chiral SFC to afford 36.6 mg of peak A (Example 97A) and 31.5 mg of peak B (Example 97B). SFC Method: Chiralpak OJ-H (4.6×250 mm, 5 μM), 30% methanol (0.1% diethylamine) in CO2, 35° C., flow rate 2.0 mL/min for 12 min, absorbance 268 nm, injection 5 μL of 2 mg/mL solution in metha...